From a dataset of the Open Reaction Database (ORD), a public repository of structured organic reaction records. describe an organic reaction: reactants, conditions, products, and yield Starting materials: O=C([O-])[O-], CN(C)C=O, Cl, [K+], [K+], COc1ccc2c3c1OC1C(=O)CCC4(OCCCc5ccccc5)C(C2)NCCC314, BrCCc1ccccc1. Product: Cl, COc1ccc2c3c1OC1C(=O)CCC4(OCCCc5ccccc5)C(C2)N(CCc2ccccc2)CCC314. RXN SMILES: [C:33](=[O:34])([O-:35])[O-:36].[CH3:48][N:49]([CH3:50])[CH:51]=[O:52].[ClH:1].[K+:37].[K+:38].[O:2]1[c:3]2[c:4]([O:31][CH3:32])[cH:5][cH:6][c:7]3[c:16]2[C:15]24[C:10]([O:21][CH2:22][CH2:23][CH2:24][c:25]5[cH:26][cH:27][cH:28][cH:29][cH:30]5)([CH:9]([CH2:8]3)[NH:19][CH2:18][CH2:17]2)[CH2:11][CH2:12][C:13](=[O:20])[CH:14]14.[c:39]1([CH2:45][CH2:46][Br:47])[cH:40][cH:41][cH:42][cH:43][cH:44]1>>[ClH:1].[O:2]1[c:3]2[c:4]([O:31][CH3:32])[cH:5][cH:6][c:7]3[c:16]2[C:15]24[C:10]([O:21][CH2:22][CH2:23][CH2:24][c:25]5[cH:26][cH:27][cH:28][cH:29][cH:30]5)([CH:9]([CH2:8]3)[N:19]([CH2:46][CH2:45][c:39]3[cH:40][cH:41][cH:42][cH:43][cH:44]3)[CH2:18][CH2:17]2)[CH2:11][CH2:12][C:13](=[O:20])[CH:14]14. The reactants are COc1nc(Cl)ncc1Br, C1CCOC1, CCN, CO, CCOC(C)=O. The product is CCNc1ncc(Br)c(OC)n1. RXN SMILES: [Br:1][c:2]1[c:3]([O:9][CH3:10])[n:4][c:5]([Cl:8])[n:6][cH:7]1.[CH2:14]1[O:15][CH2:16][CH2:17][CH2:18]1.[CH3:11][CH2:12][NH2:13].[CH3:19][OH:20].[CH3:21][CH2:22][O:23][C:24]([CH3:25])=[O:26]>>[Br:1][c:2]1[c:3]([O:9][CH3:10])[n:4][c:5]([NH:13][CH2:12][CH3:11])[n:6][cH:7]1.